This data is from the Open Reaction Database (ORD), a public repository of structured organic reaction records. The task is: describe an organic reaction: reactants, conditions, products, and yield Reaction SMILES: [Mg].[CH:2](=O)[CH:3]=[CH:4][C:5]1[CH:10]=[CH:9][CH:8]=[CH:7][CH:6]=1.[CH3:12][C:13]1[S:17][S:16][C:15](=[S:18])[CH:14]=1>CO>[C:5]1([CH:4]=[CH:3][CH:2]=[CH:12][C:13]2[S:17][S:16][C:15](=[S:18])[CH:14]=2)[CH:10]=[CH:9][CH:8]=[CH:7][CH:6]=1. The product is C1(=CC=CC=C1)C=CC=CC1=CC(SS1)=S (5-(4-phenyl-1,3-butadienyl)-1,2-dithiol-3-thione). Starting materials: [Mg] (magnesium), [Mg] (magnesium), C(C=CC1=CC=CC=C1)=O (cinnamaldehyde), CC1=CC(SS1)=S (5-methyl-1,2-dithiol-3-thione). The solvent is ice water, CO (methanol). Reported procedure: To 40 ml of methanol, 600 mg (24 milligrams atom) of magnesium metal was added, and the mixture was heated to reflux for 1 hour to dissolve the magnesium metal. While cooling the mixture in ice water, 1.4 g (10 milli moles) of cinnamaldehyde, and then 1.56 g (10 milli moles) of 5-methyl-1,2-dithiol-3-thione were added to the mixture and the mixture was stirred for 1 hour at the same temperature. Separated crystals were recovered by filtration, and were added to 300 ml of ethyl acetate. Insoluble... Conditions: time 1 hour. Reactants: Brc1ccc2c(c1)c1c(n2Cc2ccccc2)CCCC1, COc1ccc(B(O)O)cc1, ClCCl, [K+], [K+], O=C([O-])[O-], C1COCCO1. The product is COc1ccc(-c2ccc3c(c2)c2c(n3Cc3ccccc3)CCCC2)cc1. RXN SMILES: [CH2:1]([c:2]1[cH:3][cH:4][cH:5][cH:6][cH:7]1)[n:8]1[c:9]2[cH:10][cH:11][c:12]([Br:21])[cH:13][c:14]2[c:15]2[c:20]1[CH2:19][CH2:18][CH2:17][CH2:16]2.[CH3:28][O:29][c:30]1[cH:31][cH:32][c:33]([B:36]([OH:37])[OH:38])[cH:34][cH:35]1.[Cl:39][CH2:40][Cl:41].[K+:22].[K+:23].[O-:24][C:25]([O-:26])=[O:27].[O:42]1[CH2:43][CH2:44][O:45][CH2:46][CH2:47]1>>[CH2:1]([c:2]1[cH:3][cH:4][cH:5][cH:6][cH:7]1)[n:8]1[c:9]2[cH:10][cH:11][c:12](-[c:33]3[cH:32][cH:31][c:30]([O:29][CH3:28])[cH:35][cH:34]3)[cH:13][c:14]2[c:15]2[c:20]1[CH2:19][CH2:18][CH2:17][CH2:16]2. Starting materials: [OH-].[Na+] (sodium hydroxide), [OH-].[Na+] (sodium hydroxide), C(C(=C)C)(=O)Cl (methacryloyl chloride), Cl(=O)(=O)O (chloric acid), NC1=CC(=C(C(=C1)C(=O)O)C(=O)O)C(=O)O (1-aminobenzene-3,4,5-tricarboxylic acid), C(C(=C)C)(=O)Cl (methacryloyl chloride), C(C(=C)C)(=O)Cl (methacryloyl chloride). Solvent: O (water), O (water). Reaction conditions: temperature 10 celsius, time 15 minute. Product: C1(=C(C(=CC=C1)C(=O)O)C(=O)O)C(=O)O (Benzene Tricarboxylic Acid). As a reaction SMILES: [OH-].[Na+].N[C:4]1[CH:9]=[C:8]([C:10]([OH:12])=[O:11])[C:7]([C:13]([OH:15])=[O:14])=[C:6]([C:16]([OH:18])=[O:17])[CH:5]=1.C(Cl)(=O)C(C)=C.Cl(O)(=O)=O>O>[C:6]1([C:16]([OH:18])=[O:17])[CH:5]=[CH:4][CH:9]=[C:8]([C:10]([OH:12])=[O:11])[C:7]=1[C:13]([OH:15])=[O:14] |f:0.1|. Procedure: A 2 litter flask equipped with a magnetic stirrer, a thermometer, and 250 ml dripping funnel were filled with 1 litter of water and 71 g of sodium hydroxide pellet. When this was dissolved, 100 g of 1-aminobenzene-3,4,5-tricarboxylic acid was added and dissolved. After neutralization heat ceased, the reaction result was cooled down to 10° C. The dripping funnel was filled with 40.23 g of methacryloyl chloride. While this was maintained below 15° C., the liquid was dripped to the reaction contain... Starting materials: C(C)(C)(C)OC(NC1CC2=CC=C(C=C2C1)NC(=O)C=1C(=C(C=CC1)C)C1=CC=C(C=C1)C(F)(F)F)=O ({5-[(6-methyl-4′-trifluoromethylbiphenyl-2-carbonyl)-amino]-indan-2-yl}-carbamic acid tert-butyl ester). Run in C(=O)O (formic acid). Reaction conditions: time 3 hour. Product: NC1CC2=CC=C(C=C2C1)NC(=O)C=1C(=C(C=CC1)C)C1=CC=C(C=C1)C(F)(F)F (6-methyl-4′-trifluoromethylbiphenyl-2-carboxylic acid (2-amino-indan-5-yl)-amide). Reaction SMILES: C(OC(=O)[NH:7][CH:8]1[CH2:16][C:15]2[C:10](=[CH:11][CH:12]=[C:13]([NH:17][C:18]([C:20]3[C:21]([C:27]4[CH:32]=[CH:31][C:30]([C:33]([F:36])([F:35])[F:34])=[CH:29][CH:28]=4)=[C:22]([CH3:26])[CH:23]=[CH:24][CH:25]=3)=[O:19])[CH:14]=2)[CH2:9]1)(C)(C)C>C(O)=O>[NH2:7][CH:8]1[CH2:16][C:15]2[C:10](=[CH:11][CH:12]=[C:13]([NH:17][C:18]([C:20]3[C:21]([C:27]4[CH:28]=[CH:29][C:30]([C:33]([F:34])([F:35])[F:36])=[CH:31][CH:32]=4)=[C:22]([CH3:26])[CH:23]=[CH:24][CH:25]=3)=[O:19])[CH:14]=2)[CH2:9]1. Procedure: A solution of {5-[(6-methyl-4′-trifluoromethylbiphenyl-2-carbonyl)-amino]-indan-2-yl}-carbamic acid tert-butyl ester (5.19 g,10.5 mmol) in formic acid (40 mL) is heated to 40° C. with stirring. After 3 h, the reaction mixture is cooled to room temperature and stirring is continued for 16 h. The reaction mixture is concentrated under reduced pressure and the resulting oil dissolved in ethyl acetate. The organic layer is washed with 8% NaHCO3 solution until the aqueous layer remains basic at which... The reactants are CC(C)(C)[Si](C)(C)Cl, [H-], [Na+], C1CCOC1, O, OCC#CCO. Product: CC(C)(C)[Si](C)(C)OCC#CCO. As a reaction SMILES: [C:9]([CH3:10])([CH3:11])([CH3:12])[Si:13]([CH3:14])([CH3:15])[Cl:16].[H-:1].[Na+:2].[O:18]1[CH2:19][CH2:20][CH2:21][CH2:22]1.[OH2:17].[OH:3][CH2:4][C:5]#[C:6][CH2:7][OH:8]>>[O:3]([CH2:4][C:5]#[C:6][CH2:7][OH:8])[Si:13]([C:9]([CH3:10])([CH3:11])[CH3:12])([CH3:14])[CH3:15].